Dataset: the Open Reaction Database (ORD), a public repository of structured organic reaction records. Task: describe an organic reaction: reactants, conditions, products, and yield The reactants are COC(C)(C)C, CCOC(C)=O, ClCCl, O=C(O)C(F)(F)F, CC(COC(C)(C)C)Oc1cc(Oc2ccc(C(=O)N3CCC3)cc2)cc(C(=O)Nc2ccn(C)n2)c1, [Na+], [OH-], O. The product is CC(CO)Oc1cc(Oc2ccc(C(=O)N3CCC3)cc2)cc(C(=O)Nc2ccn(C)n2)c1. As a reaction SMILES: [C:56]([O:57][CH3:58])([CH3:59])([CH3:60])[CH3:61].[CH3:50][CH2:51][O:52][C:53]([CH3:54])=[O:55].[Cl:38][CH2:39][Cl:40].[F:41][C:42]([F:43])([F:44])[C:45]([OH:46])=[O:47].[N:1]1([C:5](=[O:6])[c:7]2[cH:8][cH:9][c:10]([O:11][c:12]3[cH:13][c:14]([C:15](=[O:16])[NH:17][c:18]4[n:19][n:20]([CH3:23])[cH:21][cH:22]4)[cH:24][c:25]([O:27][CH:28]([CH2:29][O:30][C:31]([CH3:32])([CH3:33])[CH3:34])[CH3:35])[cH:26]3)[cH:36][cH:37]2)[CH2:2][CH2:3][CH2:4]1.[Na+:49].[OH-:48].[OH2:62]>>[N:1]1([C:5](=[O:6])[c:7]2[cH:8][cH:9][c:10]([O:11][c:12]3[cH:13][c:14]([C:15](=[O:16])[NH:17][c:18]4[n:19][n:20]([CH3:23])[cH:21][cH:22]4)[cH:24][c:25]([O:27][CH:28]([CH2:29][OH:30])[CH3:35])[cH:26]3)[cH:36][cH:37]2)[CH2:2][CH2:3][CH2:4]1. The reactants are OB(O)O, CC(O)(CCCl)c1ccc(-c2ccc([N+](=O)[O-])cc2)cc1, CC(O)(CCCl)c1ccc(-c2ccccc2)cc1, F, O=N[O-], [Na+], O. Yields the product CC(O)(CCCl)c1ccc(-c2ccc(F)cc2)cc1. RXN SMILES: [B:44]([OH:45])([OH:46])[OH:47].[Cl:19][CH2:20][CH2:21][C:22]([c:23]1[cH:24][cH:25][c:26](-[c:27]2[cH:28][cH:29][c:30]([N+:31]([O-:32])=[O:33])[cH:34][cH:35]2)[cH:36][cH:37]1)([OH:38])[CH3:39].[Cl:1][CH2:2][CH2:3][C:4]([CH3:5])([OH:6])[c:7]1[cH:8][cH:9][c:10](-[c:13]2[cH:14][cH:15][cH:16][cH:17][cH:18]2)[cH:11][cH:12]1.[FH:48].[N:40]([O-:41])=[O:42].[Na+:43].[OH2:49]>>[Cl:1][CH2:2][CH2:3][C:4]([CH3:5])([OH:6])[c:7]1[cH:8][cH:9][c:10](-[c:13]2[cH:14][cH:15][c:16]([F:48])[cH:17][cH:18]2)[cH:11][cH:12]1.